describe an organic reaction: reactants, conditions, products, and yield From a dataset of the Open Reaction Database (ORD), a public repository of structured organic reaction records. Reactants: CC(=CC(C)O)CCC=C(C)C (4,8-dimethyl-3,7-nonadien-2-ol), anhydride, N1=CC=CC=C1 (pyridine), O (water). Solvent: C(C)(C)(C)OC (methyl t-butyl ether). Conditions: temperature 100 celsius, time 90 minute. The product is C(CCC)(=O)OC(C)C=C(CCC=C(C)C)C (4,8-Dimethyl-3,7-nonadien-2-yl Butyrate). Isolated yield 76.0%. Reaction SMILES: [CH3:1][C:2]([CH2:7][CH2:8][CH:9]=[C:10]([CH3:12])[CH3:11])=[CH:3][CH:4]([OH:6])[CH3:5].N1C=[CH:17][CH:16]=[CH:15][CH:14]=1.[OH2:19]>C(OC)(C)(C)C>[C:14]([O:6][CH:4]([CH:3]=[C:2]([CH3:1])[CH2:7][CH2:8][CH:9]=[C:10]([CH3:11])[CH3:12])[CH3:5])(=[O:19])[CH2:15][CH2:16][CH3:17]. Procedure: A flask was charged with 4,8-dimethyl-3,7-nonadien-2-ol CAS 67845-50-5 (20 grams), buryric anhydride (25 grams) and pyridine (12.5 grams). The mixture was stirred and heated to 100° C. The reaction was held at 100° C.±1° C. for 90 minutes and then cooled to room temperature. The reaction mixture was diluted with water (100 milliliters) and methyl t-butyl ether, washed several times with water until neutral pH, dried over sodium sulfate and concentrated to furnish 34.4 grams of crude product. Aft... Reactants: CCCC(=O)Nc1nn(COCC[Si](C)(C)C)c2cc(-c3ccc(C(C)(C)C)cc3)ccc12, CCCC[N+](CCCC)(CCCC)CCCC, CCOC(C)=O, [F-], C1CCOC1. The product is CCCC(=O)Nc1n[nH]c2cc(-c3ccc(C(C)(C)C)cc3)ccc12. RXN SMILES: [CH3:19][C:20]([CH3:21])([CH3:22])[c:23]1[cH:24][cH:25][c:26](-[c:29]2[cH:30][cH:31][c:32]3[c:33]([NH:46][C:47]([CH2:48][CH2:49][CH3:50])=[O:51])[n:34][n:35]([CH2:38][O:39][CH2:40][CH2:41][Si:42]([CH3:43])([CH3:44])[CH3:45])[c:36]3[cH:37]2)[cH:27][cH:28]1.[CH3:2][CH2:3][CH2:4][CH2:5][N+:6]([CH2:7][CH2:8][CH2:9][CH3:10])([CH2:11][CH2:12][CH2:13][CH3:14])[CH2:15][CH2:16][CH2:17][CH3:18].[CH3:52][CH2:53][O:54][C:55](=[O:56])[CH3:57].[F-:1].[O:58]1[CH2:59][CH2:60][CH2:61][CH2:62]1>>[CH3:19][C:20]([CH3:21])([CH3:22])[c:23]1[cH:24][cH:25][c:26](-[c:29]2[cH:30][cH:31][c:32]3[c:33]([NH:46][C:47]([CH2:48][CH2:49][CH3:50])=[O:51])[n:34][nH:35][c:36]3[cH:37]2)[cH:27][cH:28]1. Starting materials: CN=C=O, CO, Cc1cn(C2CC(O)C(CN)O2)c(=O)[nH]c1=O, O. Yields the product CNC(=O)NCC1OC(n2cc(C)c(=O)[nH]c2=O)CC1O. Reaction SMILES: [CH3:18][N:19]=[C:20]=[O:21].[CH3:23][OH:24].[NH2:1][CH2:2][CH:3]1[CH:4]([OH:17])[CH2:5][CH:6]([n:8]2[c:9](=[O:10])[nH:11][c:12](=[O:13])[c:14]([CH3:15])[cH:16]2)[O:7]1.[OH2:22]>>[NH:1]([CH2:2][CH:3]1[CH:4]([OH:17])[CH2:5][CH:6]([n:8]2[c:9](=[O:10])[nH:11][c:12](=[O:13])[c:14]([CH3:15])[cH:16]2)[O:7]1)[C:20]([NH:19][CH3:18])=[O:21]. Reactants: [N+](=O)([O-])CC(=CCO)C (4-nitro-3-methyl-2-butenol), [N+](=O)([O-])C1=CC=C(C(=O)Cl)C=C1 (p-Nitrobenzoylchloride). Procedure: To 0.1 Mol of 4-nitro-3-methyl-2-butenol in benzene was added 0.1 Mol of p-Nitrobenzoylchloride and stirred overnight. The benzene was evaporated and the residue was stirred in sat. sodiumbicarbonate solution for 1 hour. The solid was filtered and recrystallized from hexane. An off white crystalline product, mp 63°-66° C., was obtained. The solvent is C1=CC=CC=C1 (benzene). Product: CC(=CCO)C[N+](=O)[O-].[N+](=O)([O-])C1=CC=C(C(=O)[O-])C=C1 (3-methyl-4-nitro-2-butene-1-ol 4-nitrobenzoate). Run at time 8 hour. RXN SMILES: [N+:1]([CH2:4][C:5]([CH3:9])=[CH:6][CH2:7][OH:8])([O-:3])=[O:2].[N+:10]([C:13]1[CH:21]=[CH:20][C:16]([C:17](Cl)=[O:18])=[CH:15][CH:14]=1)([O-:12])=[O:11]>C1C=CC=CC=1>[CH3:9][C:5]([CH2:4][N+:1]([O-:3])=[O:2])=[CH:6][CH2:7][OH:8].[N+:10]([C:13]1[CH:21]=[CH:20][C:16]([C:17]([O-:2])=[O:18])=[CH:15][CH:14]=1)([O-:12])=[O:11] |f:3.4|. The reactants are ClC1=CC=CC2=C1C(N1[C@H](C=3N2C=NC3CO)CCC1)=O ((S)-8-chloro-11,12,13,13a-tetrahydro-1-(hydroxymethyl)-9H-imidazo[1,5-a]pyrrolo[2,1-c][1,4]benzodiazepin-9-one). Reagents/catalysts: [O-2].[Mn+4].[O-2] (manganese (IV) oxide). Run in C(Cl)Cl (methylene chloride). Conditions: time 1.5 hour. Product: ClC1=CC=CC2=C1C(N1[C@H](C=3N2C=NC3C=O)CCC1)=O ((S)-8-chloro-11,12,13,13a-tetrahydro-9-oxo-9H-imidazo [1,5-a]pyrrolo[2,1-c][1,4]benzodiazepine-1-carboxaldehyde). As a reaction SMILES: [Cl:1][C:2]1[C:7]2[C:8](=[O:21])[N:9]3[CH2:20][CH2:19][CH2:18][C@H:10]3[C:11]3[N:12]([CH:13]=[N:14][C:15]=3[CH2:16][OH:17])[C:6]=2[CH:5]=[CH:4][CH:3]=1>[O-2].[Mn+4].[O-2].C(Cl)Cl>[Cl:1][C:2]1[C:7]2[C:8](=[O:21])[N:9]3[CH2:20][CH2:19][CH2:18][C@H:10]3[C:11]3[N:12]([CH:13]=[N:14][C:15]=3[CH:16]=[O:17])[C:6]=2[CH:5]=[CH:4][CH:3]=1 |f:1.2.3|. Procedure details: A mixture of 15.2 g (50 mmol) of (S)-8-chloro-11,12,13,13a-tetrahydro-1-(hydroxymethyl)-9H-imidazo[1,5-a]pyrrolo[2,1-c][1,4]benzodiazepin-9-one, 60 g of manganese (IV) oxide and 300 ml of methylene chloride is stirred at room temperature for 1.5 hours. The mixture is suction filtered over Dicalit, the residue is rinsed with methylene chloride and the filtrate is evaporated. After recrystallization from methylene chloride/ethyl acetate there is obtained (S)-8-chloro-11,12,13,13a-tetrahydro-9-oxo-...